Dataset: the Open Reaction Database (ORD), a public repository of structured organic reaction records. Task: describe an organic reaction: reactants, conditions, products, and yield Starting materials: O=C(n1ccnc1)n1ccnc1, Cc1ccc(F)cc1C1NC(=O)CC(c2cc(Cl)ccc2OC2(C(=O)O)CCC2)C12C(=O)Nc1cc(Cl)ccc12, NS(=O)(=O)c1ccc(F)cc1, [H-], [Na+], CN(C)C=O. Product: Cc1ccc(F)cc1C1NC(=O)CC(c2cc(Cl)ccc2OC2(C(=O)NS(=O)(=O)c3ccc(F)cc3)CCC2)C12C(=O)Nc1cc(Cl)ccc12. Reaction SMILES: [C:41]([n:42]1[cH:43][cH:44][n:45][cH:46]1)([n:47]1[cH:48][cH:49][n:50][cH:51]1)=[O:52].[Cl:1][c:2]1[cH:3][cH:4][c:5]2[c:9]([cH:10]1)[NH:8][C:7](=[O:11])[C:6]21[CH:12]([c:33]2[c:34]([CH3:40])[cH:35][cH:36][c:37]([F:39])[cH:38]2)[NH:13][C:14](=[O:32])[CH2:15][CH:16]1[c:17]1[c:18]([O:24][C:25]2([C:29](=[O:30])[OH:31])[CH2:26][CH2:27][CH2:28]2)[cH:19][cH:20][c:21]([Cl:23])[cH:22]1.[F:53][c:54]1[cH:55][cH:56][c:57]([S:60](=[O:61])(=[O:62])[NH2:63])[cH:58][cH:59]1.[H-:65].[Na+:64].[O:66]=[CH:67][N:68]([CH3:69])[CH3:70]>>[Cl:1][c:2]1[cH:3][cH:4][c:5]2[c:9]([cH:10]1)[NH:8][C:7](=[O:11])[C:6]21[CH:12]([c:33]2[c:34]([CH3:40])[cH:35][cH:36][c:37]([F:39])[cH:38]2)[NH:13][C:14](=[O:32])[CH2:15][CH:16]1[c:17]1[c:18]([O:24][C:25]2([C:29](=[O:31])[NH:63][S:60]([c:57]3[cH:56][cH:55][c:54]([F:53])[cH:59][cH:58]3)(=[O:61])=[O:62])[CH2:26][CH2:27][CH2:28]2)[cH:19][cH:20][c:21]([Cl:23])[cH:22]1. Reactants: CCOC(=O)NNc1ccc(-c2ccc(Br)cc2)nn1, CCO, [H][H], [NH4+], [OH-]. RXN SMILES: [Br:1][c:2]1[cH:3][cH:4][c:5](-[c:8]2[cH:9][cH:10][c:11]([NH:14][NH:15][C:16](=[O:17])[O:18][CH2:19][CH3:20])[n:12][n:13]2)[cH:6][cH:7]1.[CH3:25][CH2:26][OH:27].[H:23][H:24].[NH4+:21].[OH-:22]>>[cH:2]1[cH:3][cH:4][c:5](-[c:8]2[cH:9][cH:10][c:11]([NH:14][NH:15][C:16](=[O:17])[O:18][CH2:19][CH3:20])[n:12][n:13]2)[cH:6][cH:7]1. The product is CCOC(=O)NNc1ccc(-c2ccccc2)nn1.